This data is from the Open Reaction Database (ORD), a public repository of structured organic reaction records. The task is: describe an organic reaction: reactants, conditions, products, and yield Reactants: [Cl-].[NH4+] (ammonium chloride), ClCCCCC1=CC(=NN1CCO)C(=O)OCC (ethyl 5-(4-chlorobutyl)-1-(2-hydroxyethyl)-1H-pyrazole-3-carboxylate), IC (iodomethane), [H-].[Na+] (Sodium hydride). Solvent: O (water), C1CCOC1 (THF). Run at time 8 hour. Product: ClCCCCC1=CC(=NN1CCOC)C(=O)OCC (ethyl 5-(4-chlorobutyl)-1-(2-methoxyethyl)-1H-pyrazole-3-carboxylate). As a reaction SMILES: [Cl:1][CH2:2][CH2:3][CH2:4][CH2:5][C:6]1[N:10]([CH2:11][CH2:12][OH:13])[N:9]=[C:8]([C:14]([O:16][CH2:17][CH3:18])=[O:15])[CH:7]=1.I[CH3:20].[H-].[Na+].[Cl-].[NH4+]>C1COCC1.O>[Cl:1][CH2:2][CH2:3][CH2:4][CH2:5][C:6]1[N:10]([CH2:11][CH2:12][O:13][CH3:20])[N:9]=[C:8]([C:14]([O:16][CH2:17][CH3:18])=[O:15])[CH:7]=1 |f:2.3,4.5|. Reported procedure: A solution of ethyl 5-(4-chlorobutyl)-1-(2-hydroxyethyl)-1H-pyrazole-3-carboxylate (165 g, 0.600 mol) and iodomethane (187 mL, 3.00 mol) in THF (1.2 L) was cooled to 0° C. Sodium hydride (28.8 g of a 60% dispersion in mineral oil, 0.720 mol) was added slowly while maintaining the temperature below 10° C. The reaction was allowed to warm to ambient temperature and stirred overnight. Aqueous ammonium chloride and water were added, and the mixture was extracted with dichloromethane. The combined ex...